From a dataset of the Open Reaction Database (ORD), a public repository of structured organic reaction records. describe an organic reaction: reactants, conditions, products, and yield The reactants are CCOC(=O)C(F)P(=O)(OCC)OCC (triethyl-2-fluoro-2-phosphonoacetate), ClC=1C(=C(C=C2C(=CC(OC12)(C)C)C(C)C)C(CC)=O)OC (1-(8-chloro-4-isopropyl-7-methoxy-2,2-dimethyl-2H-chromen-6-yl)-propan-1-one), ClC=1C(=C(C=C2C(=CC(OC12)(C)C)C(C)C)C(CC)=O)OC (1-(8-chloro-4-isopropyl-7-methoxy-2,2-dimethyl-2H-chromen-6-yl)-propan-1-one). Product: ClC=1C(=C(C=C2C(=CC(OC12)(C)C)C(C)C)/C(=C(\C(=O)OCC)/F)/CC)OC (Ethyl (2E)-3-(8-chloro-4-isopropyl-7-methoxy-2,2-dimethyl-2H-chromen-6-yl)-2-fluoro-pent-2-enoate). As a reaction SMILES: [CH3:1][CH2:2][O:3][C:4]([CH:6](P(OCC)(OCC)=O)[F:7])=[O:5].[Cl:16][C:17]1[C:18]([O:36][CH3:37])=[C:19]([C:32](=O)[CH2:33][CH3:34])[CH:20]=[C:21]2[C:26]=1[O:25][C:24]([CH3:28])([CH3:27])[CH:23]=[C:22]2[CH:29]([CH3:31])[CH3:30]>>[Cl:16][C:17]1[C:18]([O:36][CH3:37])=[C:19](/[C:32](/[CH2:33][CH3:34])=[C:6](/[F:7])\[C:4]([O:3][CH2:2][CH3:1])=[O:5])[CH:20]=[C:21]2[C:26]=1[O:25][C:24]([CH3:28])([CH3:27])[CH:23]=[C:22]2[CH:29]([CH3:30])[CH3:31]. Procedure: Following General Procedure K, triethyl-2-fluoro-2-phosphonoacetate (0.4 mL, 2.14 mmol) and 1-(8-chloro-4-isopropyl-7-methoxy-2,2-dimethyl-2H-chromen-6-yl)-propan-1-one (Compound 140, 229 mg, 0.71 mmol) were reacted to give the title compound as a yellow oil after purification by flash chromatography (silica gel, 1:9 ethyl acetate/hexane). The reactants are C(C1=CC=CC=C1)N(CC1=CC=CC=C1)CCCC#N (4-(N,N-dibenzylamino)butyronitrile), O (water). The solvent is ClCCl (dichloromethane), ClCCl (dichloromethane). Conditions: time 17 hour. Yields the product C(C1=CC=CC=C1)N(CC1=CC=CC=C1)CCCC(=O)N (4-(N,N-Dibenzylamino]butyramide). Reaction SMILES: [CH2:1]([N:8]([CH2:16][CH2:17][CH2:18][C:19]#[N:20])[CH2:9][C:10]1[CH:15]=[CH:14][CH:13]=[CH:12][CH:11]=1)[C:2]1[CH:7]=[CH:6][CH:5]=[CH:4][CH:3]=1.[OH2:21]>ClCCl>[CH2:9]([N:8]([CH2:16][CH2:17][CH2:18][C:19]([NH2:20])=[O:21])[CH2:1][C:2]1[CH:7]=[CH:6][CH:5]=[CH:4][CH:3]=1)[C:10]1[CH:15]=[CH:14][CH:13]=[CH:12][CH:11]=1. Procedure: By a method analogous to Example 1 dibenzylamine was reacted with 4-bromobutyronitrile to give 4-(N,N-dibenzylamino)butyronitrile, mp. 45°-46° C. b) Hydrogen peroxide (30% w/v; 5.6 ml), tetra-n-butylammonium hydrogensulphate (1.70 g) and 5N aqueous sodium hydroxide (4 ml) were added to a stirred solution of 4-(N,N-dibenzylamino)butyronitrile (2.64 g) in dichloromethane (10 ml) with water cooling. The mixture was stirred vigorously at room temperature for 17 hours and dichloromethane (100 ml) was...